This data is from the Open Reaction Database (ORD), a public repository of structured organic reaction records. The task is: describe an organic reaction: reactants, conditions, products, and yield Reactants: C(C)OC(CC(CCCCCCC1=NC(=CC=C1)NCC1=CC=C(C=C1)OC)C1=NC2=CC=CC=C2N=C1)=O ((±)9-[6-(4-Methoxy-benzylamino)-pyridin-2-yl]-3-quinoxalin-2-yl nonanoic acid ethyl ester), C=O (paraformaldehyde), C(C)(=O)O (acetic acid), [BH3-]C#N.[Na+] (NaCNBH3). The solvent is CO (methanol). Reaction conditions: temperature 50 celsius, time 15 minute. Yields the product C(C)OC(CC(CCCCCCC1=NC(=CC=C1)N(C)CC1=CC=C(C=C1)OC)C1=NC2=CC=CC=C2N=C1)=O ((±)9-{6-[(4-Methoxy-benzyl)-methyl-amino]-pyridin-2-yl}-3-quinoxalin-2-yl-nonanoic acid ethyl ester). Isolated yield 99.2%. Reaction SMILES: [CH2:1]([O:3][C:4](=[O:39])[CH2:5][CH:6]([C:29]1[CH:38]=[N:37][C:36]2[C:31](=[CH:32][CH:33]=[CH:34][CH:35]=2)[N:30]=1)[CH2:7][CH2:8][CH2:9][CH2:10][CH2:11][CH2:12][C:13]1[CH:18]=[CH:17][CH:16]=[C:15]([NH:19][CH2:20][C:21]2[CH:26]=[CH:25][C:24]([O:27][CH3:28])=[CH:23][CH:22]=2)[N:14]=1)[CH3:2].C=O.[C:42](O)(=O)C.[BH3-]C#N.[Na+]>CO>[CH2:1]([O:3][C:4](=[O:39])[CH2:5][CH:6]([C:29]1[CH:38]=[N:37][C:36]2[C:31](=[CH:32][CH:33]=[CH:34][CH:35]=2)[N:30]=1)[CH2:7][CH2:8][CH2:9][CH2:10][CH2:11][CH2:12][C:13]1[CH:18]=[CH:17][CH:16]=[C:15]([N:19]([CH2:20][C:21]2[CH:22]=[CH:23][C:24]([O:27][CH3:28])=[CH:25][CH:26]=2)[CH3:42])[N:14]=1)[CH3:2] |f:3.4|. Procedure details: To a solution of 22-5 (0.130 g, 0.246 mmol) in methanol (5 mL) was added paraformaldehyde (0.07 g) and acetic acid (0.071 mL, 1.23 mmol). After stirring at 50° C. for 15 minutes, NaCNBH3 (0.020 g, 0.32 mmol) was added. After stirring 2 hours the solution was concentrated in vacuo. The residue was dissolved in CHCl3 (125 mL) and washed with saturated NaHCO3, dried, and concentrated to afford 22-6 (0.132 g). Reactants: CC(C)(C)OC(=O)NCCNC(=O)CCN(Cc1ccccc1)C(=O)[O-], CCO. Product: CC(C)(C)OC(=O)NCCNC(=O)CCN. RXN SMILES: [CH2:1]([c:5]1[cH:6][cH:7][cH:9][cH:10][cH:11]1)[N:8]([C:2](=[O:3])[O-:4])[CH2:12][CH2:13][C:14](=[O:15])[NH:16][CH2:17][CH2:18][NH:19][C:20](=[O:21])[O:22][C:23]([CH3:24])([CH3:25])[CH3:26].[CH3:27][CH2:28][OH:29]>>[NH2:8][CH2:12][CH2:13][C:14](=[O:15])[NH:16][CH2:17][CH2:18][NH:19][C:20](=[O:21])[O:22][C:23]([CH3:24])([CH3:25])[CH3:26]. Reactants: [Al+3], C1CCOC1, CON(C)C(=O)c1cc2cncnc2s1, [Cl-], [H-], [H-], [H-], [H-], [Li+]. Product: O=Cc1cc2cncnc2s1. RXN SMILES: [Al+3:2].[CH2:23]1[O:24][CH2:25][CH2:26][CH2:27]1.[CH3:7][O:8][N:9]([C:10](=[O:11])[c:12]1[cH:13][c:14]2[c:15]([n:16][cH:17][n:18][cH:19]2)[s:20]1)[CH3:21].[Cl-:22].[H-:1].[H-:4].[H-:5].[H-:6].[Li+:3]>>[CH:10](=[O:11])[c:12]1[cH:13][c:14]2[c:15]([n:16][cH:17][n:18][cH:19]2)[s:20]1.